From a dataset of the Open Reaction Database (ORD), a public repository of structured organic reaction records. describe an organic reaction: reactants, conditions, products, and yield Yields the product C=CC1CCC(=O)N1C(=O)C(C)Oc1ccc(C(C)(C)C)cc1C(C)(C)C. Reaction SMILES: [C:11]([CH3:12])([CH3:13])([CH3:14])[c:15]1[c:16]([O:25][CH:26]([C:27](=[O:28])[Cl:29])[CH3:30])[cH:17][cH:18][c:19]([C:21]([CH3:22])([CH3:23])[CH3:24])[cH:20]1.[CH3:32][c:33]1[cH:34][cH:35][cH:36][cH:37][cH:38]1.[CH:3](=[CH2:4])[CH:5]1[CH2:6][CH2:7][C:8](=[O:10])[NH:9]1.[Cl-:31].[H-:1].[Na+:2].[OH2:39]>>[CH:3](=[CH2:4])[CH:5]1[CH2:6][CH2:7][C:8](=[O:10])[N:9]1[C:27]([CH:26]([O:25][c:16]1[c:15]([C:11]([CH3:12])([CH3:13])[CH3:14])[cH:20][c:19]([C:21]([CH3:22])([CH3:23])[CH3:24])[cH:18][cH:17]1)[CH3:30])=[O:28]. The reactants are CC(Oc1ccc(C(C)(C)C)cc1C(C)(C)C)C(=O)Cl, Cc1ccccc1, C=CC1CCC(=O)N1, [Cl-], [H-], [Na+], O. Reactants: OC=1C=CC=C2CCC(NC12)=O (8-hydroxy-3,4-dihydro-carbostyril), C1(=CC=CC=C1)SCCCCBr (4-phenylmercapto-butyl bromide). The product is C1(=CC=CC=C1)SCCCCOC=1C=CC=C2CCC(NC12)=O (8-(4-Phenylmercapto-butoxy)-3,4-dihydro-carbostyril). Reaction SMILES: [OH:1][C:2]1[CH:3]=[CH:4][CH:5]=[C:6]2[C:11]=1[NH:10][C:9](=[O:12])[CH2:8][CH2:7]2.[C:13]1([S:19][CH2:20][CH2:21][CH2:22][CH2:23]Br)[CH:18]=[CH:17][CH:16]=[CH:15][CH:14]=1>>[C:13]1([S:19][CH2:20][CH2:21][CH2:22][CH2:23][O:1][C:2]2[CH:3]=[CH:4][CH:5]=[C:6]3[C:11]=2[NH:10][C:9](=[O:12])[CH2:8][CH2:7]3)[CH:18]=[CH:17][CH:16]=[CH:15][CH:14]=1. Reported procedure: Prepared analogous to Example 4 from 8-hydroxy-3,4-dihydro-carbostyril (see J. D. Loudon et al., J. Chem. Soc. 1955, 743-744) and 4-phenylmercapto-butyl bromide (bp. 96°-103° C. at 0.02 mm Hg). Reactants: Br, COc1cccc(C(=O)c2ccccc2N)c1. Product: Nc1ccccc1C(=O)c1cccc(O)c1. RXN SMILES: [BrH:18].[NH2:1][c:2]1[c:3]([C:4](=[O:5])[c:6]2[cH:7][c:8]([O:12][CH3:13])[cH:9][cH:10][cH:11]2)[cH:14][cH:15][cH:16][cH:17]1>>[NH2:1][c:2]1[c:3]([C:4](=[O:5])[c:6]2[cH:7][c:8]([OH:12])[cH:9][cH:10][cH:11]2)[cH:14][cH:15][cH:16][cH:17]1. The reactants are O=C([O-])[O-], CC1(C)OB(c2cnc(N)nc2)OC1(C)C, COCCOC, Clc1cc(Cl)nc(Cl)n1, [Na+], [Na+]. The product is Nc1ncc(-c2cc(Cl)nc(Cl)n2)cn1. RXN SMILES: [C:32](=[O:33])([O-:34])[O-:35].[CH3:10][C:11]1([CH3:12])[C:13]([CH3:14])([CH3:15])[O:16][B:17]([c:18]2[cH:19][n:20][c:21]([NH2:24])[n:22][cH:23]2)[O:25]1.[CH3:26][O:27][CH2:28][CH2:29][O:30][CH3:31].[Cl:1][c:2]1[n:3][c:4]([Cl:9])[cH:5][c:6]([Cl:8])[n:7]1.[Na+:36].[Na+:37]>>[Cl:1][c:2]1[n:3][c:4](-[c:18]2[cH:19][n:20][c:21]([NH2:24])[n:22][cH:23]2)[cH:5][c:6]([Cl:8])[n:7]1. Product: N(C(=N)N)C(CN1C(=CC=C1C1=CC=CC=C1)C=1C=C(C=CC1)NC(=O)C1=NOC(=C1)C)=O (5-Methyl-isoxazole-3-carboxylic acid {3-[1-(2-guanidino-2-oxo-ethyl)-5-phenyl-1H-pyrrol-2-yl]-phenyl}-amide). As a reaction SMILES: C[O:2][C:3](=O)[CH2:4][N:5]1[C:9]([C:10]2[CH:15]=[CH:14][CH:13]=[CH:12][CH:11]=2)=[CH:8][CH:7]=[C:6]1[C:16]1[CH:21]=[CH:20][CH:19]=[C:18]([NH:22][C:23]([C:25]2[CH:29]=[C:28]([CH3:30])[O:27][N:26]=2)=[O:24])[CH:17]=1.CS(C)=O.C(O)(=O)C.O.[NH2:41][C:42]([NH2:44])=[NH:43]>>[NH:43]([C:3](=[O:2])[CH2:4][N:5]1[C:9]([C:10]2[CH:11]=[CH:12][CH:13]=[CH:14][CH:15]=2)=[CH:8][CH:7]=[C:6]1[C:16]1[CH:17]=[C:18]([NH:22][C:23]([C:25]2[CH:29]=[C:28]([CH3:30])[O:27][N:26]=2)=[O:24])[CH:19]=[CH:20][CH:21]=1)[C:42]([NH2:44])=[NH:41]. The reactants are C(C)(=O)O (acetic acid), CS(=O)C (DMSO), O (water), COC(CN1C(=CC=C1C1=CC=CC=C1)C1=CC(=CC=C1)NC(=O)C1=NOC(=C1)C)=O ((2-{3-[(5-Methyl-isoxazole-3-carbonyl)-amino]-phenyl}-5-phenyl-pyrrol-1-yl)-acetic acid methyl ester), CS(=O)C (dimethylsulfoxide), NC(=N)N (guanidine). Reported procedure: The residue from step 3 is dissolved in 300 μl guanidine in dimethylsulfoxide (500 μmoles) and agitated in a shaker at room temperature for 1-4 h. The reaction is quenched with excess acetic acid (ca. 1 mmole), DMSO (200 uL) and water (100 uL), and concentrated in vacuo. The residue is dissolved in a mixture of DMSO, MeOH and water (1.5 mL total) and purified by Gilson preparative HPLC system, Retention Time, 0.76 min., M+H 443. Reaction conditions: time 2.5 hour. Reactants: S(O)(O)(=O)=O (Sulfuric acid), OC=1C=C2CCC(C(C2=CC1)=O)(CC(F)(F)F)CC(=O)O (2-(6-Hydroxy-1-oxo-2-(2,2,2-trifluoroethyl)-1,2,3,4-tetrahydronaphthalen-2-yl)acetic acid), CO (methanol). Run at temperature 80 celsius, time 3 hour. Product: OC=1C=C2CCC(C(C2=CC1)=O)(CC(F)(F)F)CC(=O)OC (Methyl 2-(6-hydroxy-1-oxo-2-(2,2,2-trifluoroethyl)-1,2,3,4-tetrahydronaphthalen-2-yl)acetate). Yield: 91.0%. RXN SMILES: S(=O)(=O)(O)O.[OH:6][C:7]1[CH:8]=[C:9]2[C:14](=[CH:15][CH:16]=1)[C:13](=[O:17])[C:12]([CH2:23][C:24]([OH:26])=[O:25])([CH2:18][C:19]([F:22])([F:21])[F:20])[CH2:11][CH2:10]2.[CH3:27]O>>[OH:6][C:7]1[CH:8]=[C:9]2[C:14](=[CH:15][CH:16]=1)[C:13](=[O:17])[C:12]([CH2:23][C:24]([O:26][CH3:27])=[O:25])([CH2:18][C:19]([F:20])([F:21])[F:22])[CH2:11][CH2:10]2. Procedure details: Sulfuric acid (2 mL) was added to a solution of 1E (8.5 g, 28.1 mmol) in methanol (80 mL), and the mixture was stirred at 80° C. for 3 h. Methanol was removed from reaction mixture under reduced pressure, and the residue was diluted with ethyl acetate and extracted with saturated NaHCO3 solution and brine solution. The organic layer was dried over sodium sulfate and filtered, and the filtrate was concentrated under reduced pressure to give the title compound (8.5 g, 91%) as a syrup. 1H NMR (400 ... Starting materials: C(C)OC(=O)C=1NC2=CC=CC=C2C1OC (3-methoxy-1H-indole-2-carboxylic acid ethyl ester), BrCC1=CC=CC2=CC=CC=C12 (1-bromomethyl-naphthalene). The product is COC1=C(N(C2=CC=CC=C12)CC1=CC=CC2=CC=CC=C12)C(=O)O (3-Methoxy-1-naphthalen-1-ylmethyl-1H-indole-2-carboxylic acid). RXN SMILES: C([O:3][C:4]([C:6]1[NH:7][C:8]2[C:13]([C:14]=1[O:15][CH3:16])=[CH:12][CH:11]=[CH:10][CH:9]=2)=[O:5])C.Br[CH2:18][C:19]1[C:28]2[C:23](=[CH:24][CH:25]=[CH:26][CH:27]=2)[CH:22]=[CH:21][CH:20]=1>>[CH3:16][O:15][C:14]1[C:13]2[C:8](=[CH:9][CH:10]=[CH:11][CH:12]=2)[N:7]([CH2:18][C:19]2[C:28]3[C:23](=[CH:24][CH:25]=[CH:26][CH:27]=3)[CH:22]=[CH:21][CH:20]=2)[C:6]=1[C:4]([OH:3])=[O:5]. Procedure: Using general procedure B, 3-methoxy-1H-indole-2-carboxylic acid ethyl ester (Lit. 1) was coupled with 1-bromomethyl-naphthalene and the product obtained was hydrolyzed to give the title compound as a white solid. MS: 332.1 ([M+H]+).